Dataset: the Open Reaction Database (ORD), a public repository of structured organic reaction records. Task: describe an organic reaction: reactants, conditions, products, and yield The reactants are CC1CCc2ncnc(N3CC4(CCN(C(=O)OC(C)(C)C)CC4)c4cc(OCc5ccccc5)ccc43)c21, CO. Product: CC1CCc2ncnc(N3CC4(CCN(C(=O)OC(C)(C)C)CC4)c4cc(O)ccc43)c21. As a reaction SMILES: [CH2:1]([c:2]1[cH:3][cH:4][cH:5][cH:6][cH:7]1)[O:8][c:9]1[cH:10][c:11]2[c:15]([cH:16][cH:17]1)[N:14]([c:18]1[c:19]3[c:20]([n:21][cH:22][n:23]1)[CH2:24][CH2:25][CH:26]3[CH3:27])[CH2:13][C:12]21[CH2:28][CH2:29][N:30]([C:33](=[O:34])[O:35][C:36]([CH3:37])([CH3:38])[CH3:39])[CH2:31][CH2:32]1.[CH3:40][OH:41]>>[OH:8][c:9]1[cH:10][c:11]2[c:15]([cH:16][cH:17]1)[N:14]([c:18]1[c:19]3[c:20]([n:21][cH:22][n:23]1)[CH2:24][CH2:25][CH:26]3[CH3:27])[CH2:13][C:12]21[CH2:28][CH2:29][N:30]([C:33](=[O:34])[O:35][C:36]([CH3:37])([CH3:38])[CH3:39])[CH2:31][CH2:32]1. Starting materials: Cc1c([N+](=O)[O-])c(C(=O)O)cc2nc(C(F)(F)F)ccc12, CCO. Yields the product Cc1c(N)c(C(=O)O)cc2nc(C(F)(F)F)ccc12. Reaction SMILES: [CH3:1][c:2]1[c:3]2[cH:4][cH:5][c:6]([C:18]([F:19])([F:20])[F:21])[n:7][c:8]2[cH:9][c:10]([C:15](=[O:16])[OH:17])[c:11]1[N+:12]([O-:13])=[O:14].[CH3:22][CH2:23][OH:24]>>[CH3:1][c:2]1[c:3]2[cH:4][cH:5][c:6]([C:18]([F:19])([F:20])[F:21])[n:7][c:8]2[cH:9][c:10]([C:15](=[O:16])[OH:17])[c:11]1[NH2:12]. Reaction SMILES: [Br:1][CH2:2][CH2:3][O:4][N:5]=[C:6]([C:12](=O)[CH2:13]Cl)[C:7]([O:9][CH2:10][CH3:11])=[O:8].[NH2:16][C:17]([NH2:19])=[S:18].O.O.O.C([O-])(=O)C.[Na+].O>C(O)C>[NH2:19][C:17]1[S:18][CH:13]=[C:12]([C:6](=[N:5][O:4][CH2:3][CH2:2][Br:1])[C:7]([O:9][CH2:10][CH3:11])=[O:8])[N:16]=1 |f:2.3.4.5.6|. Run at temperature 40 celsius. The reactants are BrCCON=C(C(=O)OCC)C(CCl)=O (ethyl 2-(2-bromoethoxyimino)-4-chloro-3-oxobutyrate), NC(=S)N (thiourea), O.O.O.C(C)(=O)[O-].[Na+] (sodium acetate trihydrate), O (water). The solvent is C(C)O (ethanol). Procedure details: A mixture of ethyl 2-(2-bromoethoxyimino)-4-chloro-3-oxobutyrate (syn isomer, 156 g.), thiourea (39.4 g.) sodium acetate trihydrate (70.5 g.), water (300 ml.) and ethanol (500 ml.) was stirred at 40° C. for an hour. The resultant solution was concentrated in vacuo and the resiude was extracted twice with ethyl acetate. The extracts were washed with a saturated aqueous solution of sodium chloride, dried over magnesium sulfate and concentrated in vacuo. After adding diethyl ether (1 l.) to the oil... Isolated yield 27.8%. Yields the product NC=1SC=C(N1)C(C(=O)OCC)=NOCCBr (ethyl 2-(2-aminothiazol-4-yl)-2-(2-bromoethoxyimino)acetate). Starting materials: [BH3-]C#N, CCCOC(=O)Nc1ccc(N)cc1C, Cc1c(C=O)sc2ccc(N(C)C)cc12, CC(=O)O, CC#N, CO, [Na+]. Product: CCCOC(=O)Nc1ccc(NCc2sc3ccc(N(C)C)cc3c2C)cc1C. Reaction SMILES: [C:31]([BH3-:32])#[N:33].[CH2:1]([CH2:2][CH3:3])[O:4][C:5]([NH:6][c:7]1[c:8]([CH3:14])[cH:9][c:10]([NH2:13])[cH:11][cH:12]1)=[O:15].[CH3:16][N:17]([c:18]1[cH:19][c:20]2[c:21]([s:22][c:23]([CH:26]=[O:27])[c:24]2[CH3:25])[cH:28][cH:29]1)[CH3:30].[CH3:35][C:36](=[O:37])[OH:38].[CH3:39][C:40]#[N:41].[CH3:42][OH:43].[Na+:34]>>[CH2:1]([CH2:2][CH3:3])[O:4][C:5]([NH:6][c:7]1[c:8]([CH3:14])[cH:9][c:10]([NH:13][CH2:26][c:23]2[s:22][c:21]3[c:20]([cH:19][c:18]([N:17]([CH3:16])[CH3:30])[cH:29][cH:28]3)[c:24]2[CH3:25])[cH:11][cH:12]1)=[O:15]. The reactants are C1CCOC1, CC(C)C1c2nc[nH]c2CCN1C(=O)OCC(Cl)(Cl)Cl, [H-], [Na+], OC1CCOC1. Yields the product CC(C)C1c2nc[nH]c2CCN1C(=O)OC1CCOC1. Reaction SMILES: [CH2:29]1[O:30][CH2:31][CH2:32][CH2:33]1.[CH:9]([CH3:10])([CH3:11])[CH:12]1[N:13]([C:21](=[O:22])[O:23][CH2:24][C:25]([Cl:26])([Cl:27])[Cl:28])[CH2:14][CH2:15][c:16]2[c:17]1[n:18][cH:19][nH:20]2.[H-:2].[Na+:1].[OH:3][CH:4]1[CH2:5][O:6][CH2:7][CH2:8]1>>[O:3]([CH:4]1[CH2:5][O:6][CH2:7][CH2:8]1)[C:21]([N:13]1[CH:12]([CH:9]([CH3:10])[CH3:11])[c:17]2[c:16]([nH:20][cH:19][n:18]2)[CH2:15][CH2:14]1)=[O:22]. RXN SMILES: [CH3:31][NH:32][CH3:33].[CH3:34][CH2:35][OH:36].[Cl:1][c:2]1[n:3][o:4][c:5]([CH:7]2[CH2:8][N:9]([C:23](=[O:24])[N:25]3[CH2:26][CH2:27][O:28][CH2:29][CH2:30]3)[CH2:10][CH:11]([c:13]3[cH:14][cH:15][c:16]([C:19]([F:20])([F:21])[F:22])[cH:17][cH:18]3)[CH2:12]2)[n:6]1>>[c:2]1([N:32]([CH3:31])[CH3:33])[n:3][o:4][c:5]([CH:7]2[CH2:8][N:9]([C:23](=[O:24])[N:25]3[CH2:26][CH2:27][O:28][CH2:29][CH2:30]3)[CH2:10][CH:11]([c:13]3[cH:14][cH:15][c:16]([C:19]([F:20])([F:21])[F:22])[cH:17][cH:18]3)[CH2:12]2)[n:6]1. The product is CN(C)c1noc(C2CC(c3ccc(C(F)(F)F)cc3)CN(C(=O)N3CCOCC3)C2)n1. The reactants are CNC, CCO, O=C(N1CCOCC1)N1CC(c2ccc(C(F)(F)F)cc2)CC(c2nc(Cl)no2)C1. Starting materials: FC=1C=C2C(=CN(C2=CC1)C)C=1OC2=C(N1)C=CC(=C2F)CC(=O)OC (methyl (2-(5-fluoro-1-methyl-3-indolyl)-7-fluoro-6-benzoxazolyl)acetate), CCCCCC.C(C)(=O)OCC (hexane ethyl acetate), [OH-].[Na+] (NaOH). Run in Cl (HCl). Run at time 18 hour. Yields the product FC=1C=C2C(=CN(C2=CC1)C)C=1OC2=C(N1)C=CC(=C2F)CC(=O)O ((2-(5-fluoro-1-methyl-3-indolyl)-7-fluoro-6-benzoxazolyl)acetic acid). Isolated yield 77.9%. RXN SMILES: [F:1][C:2]1[CH:3]=[C:4]2[C:8](=[CH:9][CH:10]=1)[N:7]([CH3:11])[CH:6]=[C:5]2[C:12]1[O:13][C:14]2[C:20]([F:21])=[C:19]([CH2:22][C:23]([O:25]C)=[O:24])[CH:18]=[CH:17][C:15]=2[N:16]=1.CCCCCC.C(OCC)(=O)C.[OH-].[Na+]>Cl>[F:1][C:2]1[CH:3]=[C:4]2[C:8](=[CH:9][CH:10]=1)[N:7]([CH3:11])[CH:6]=[C:5]2[C:12]1[O:13][C:14]2[C:20]([F:21])=[C:19]([CH2:22][C:23]([OH:25])=[O:24])[CH:18]=[CH:17][C:15]=2[N:16]=1 |f:1.2,3.4|. Reported procedure: To methyl (2-(5-fluoro-1-methyl-3-indolyl)-7-fluoro-6-benzoxazolyl)acetate (279 mg, 0.78 mmol) were added THF/methanol (1/1, 20 ml) and 0.25N NaOH (9.4 ml, 2.35 mmol). The resulting mixture was stirred at room temperature for 18 hours. The reaction mixture was poured in 1N HCl to acidify the mixture therewith, followed by extraction with chloroform/methanol (10/1). The extract was dried over anhydrous sodium sulfate, and distilled under reduced pressure to remove the solvent. The crystals thus o...